This data is from the Open Reaction Database (ORD), a public repository of structured organic reaction records. The task is: describe an organic reaction: reactants, conditions, products, and yield The reactants are C1=CC=CC=C1.[Na] (sodium benzene), [Na] (sodium), C(COCCOCCOCCO)O (tetraethylene glycol), C1(=CC=CC=C1)S(=O)(=O)OCCOCCOCCO (triethylene glycol monobenzenesulfonate). Yields the product C(COCCOCCOCCOCCOCCOCCO)O (heptaethylene glycol). Reaction SMILES: [Na].[CH2:2]([OH:14])[CH2:3][O:4][CH2:5][CH2:6][O:7][CH2:8][CH2:9][O:10][CH2:11][CH2:12][OH:13].C1(S(O[CH2:25][CH2:26][O:27][CH2:28][CH2:29][O:30][CH2:31][CH2:32][OH:33])(=O)=O)C=CC=CC=1.C1C=CC=CC=1.[Na]>>[CH2:12]([OH:13])[CH2:11][O:10][CH2:9][CH2:8][O:7][CH2:6][CH2:5][O:4][CH2:3][CH2:2][O:14][CH2:25][CH2:26][O:27][CH2:28][CH2:29][O:30][CH2:31][CH2:32][OH:33] |f:3.4,^1:0,39|. Procedure: Dissolve one equivalet of sodium in at least 5 equivalents of tetraethylene glycol and then add one equivalent of triethylene glycol monobenzenesulfonate. Heat the resulting solution at 100° to 150° C. until the elimination of sodium benzene sulfontate is substantially complete. Remove the insoluble sulfonate salt by filtration and fractionally distill the resultiing product in vacuo to obtain heptaethylene glycol as the higher boiling fraction. The reactants are O=C([O-])[O-], CCBr, CC(C)=O, [K+], [K+], N#Cc1ccccc1O. The product is CCOc1ccccc1C#N. Reaction SMILES: [C:10](=[O:11])([O-:12])[O-:13].[CH2:16]([CH3:17])[Br:18].[CH3:19][C:20](=[O:21])[CH3:22].[K+:14].[K+:15].[OH:1][c:2]1[c:3]([C:4]#[N:5])[cH:6][cH:7][cH:8][cH:9]1>>[O:1]([c:2]1[c:3]([C:4]#[N:5])[cH:6][cH:7][cH:8][cH:9]1)[CH2:16][CH3:17]. Reactants: CO, Clc1ccc2c(c1)NCC2, Clc1ncnc2ccc(N3CCOCC3)cc12, ClCCCl, Cl, c1ccncc1. Product: Clc1ccc2c(c1)N(c1ncnc3ccc(N4CCOCC4)cc13)CC2. As a reaction SMILES: [CH3:35][OH:36].[Cl:18][c:19]1[cH:20][cH:21][c:22]2[c:26]([cH:27]1)[NH:25][CH2:24][CH2:23]2.[Cl:1][c:2]1[n:3][cH:4][n:5][c:6]2[cH:7][cH:8][c:9]([N:12]3[CH2:13][CH2:14][O:15][CH2:16][CH2:17]3)[cH:10][c:11]12.[Cl:37][CH2:38][CH2:39][Cl:40].[ClH:34].[cH:28]1[cH:29][cH:30][n:31][cH:32][cH:33]1>>[c:2]1([N:25]2[CH2:24][CH2:23][c:22]3[cH:21][cH:20][c:19]([Cl:18])[cH:27][c:26]32)[n:3][cH:4][n:5][c:6]2[cH:7][cH:8][c:9]([N:12]3[CH2:13][CH2:14][O:15][CH2:16][CH2:17]3)[cH:10][c:11]12.